From a dataset of the Open Reaction Database (ORD), a public repository of structured organic reaction records. describe an organic reaction: reactants, conditions, products, and yield Reactants: NC1=C(C=C(C=C1Cl)C(O)CN(CCCCCCOCCC1=NC=CC=C1)CC1=CC=CC=C1)Cl (4-Amino-3,5-dichloro-α-[[(phenylmethyl)[6-[2-(2-pyridinyl)ethoxy]hexyl]amino]methyl]benzenemethanol), Cl (hydrochloric acid). The reagents and catalysts are [Pd]=O (palladium oxide). The solvent is C(C)O (ethanol). The product is NC1=C(C=C(C=C1Cl)C(O)CNCCCCCCOCCC1=NC=CC=C1)Cl (4-Amino-3,5-dichloro-α-[[[6-[2-(2-pyridinyl)ethoxy]hexyl]amino]methyl]benzenemethanol). The yield is 30.8%. As a reaction SMILES: [NH2:1][C:2]1[C:7]([Cl:8])=[CH:6][C:5]([CH:9]([CH2:11][N:12](CC2C=CC=CC=2)[CH2:13][CH2:14][CH2:15][CH2:16][CH2:17][CH2:18][O:19][CH2:20][CH2:21][C:22]2[CH:27]=[CH:26][CH:25]=[CH:24][N:23]=2)[OH:10])=[CH:4][C:3]=1[Cl:35].Cl>C(O)C.[Pd]=O>[NH2:1][C:2]1[C:7]([Cl:8])=[CH:6][C:5]([CH:9]([CH2:11][NH:12][CH2:13][CH2:14][CH2:15][CH2:16][CH2:17][CH2:18][O:19][CH2:20][CH2:21][C:22]2[CH:27]=[CH:26][CH:25]=[CH:24][N:23]=2)[OH:10])=[CH:4][C:3]=1[Cl:35]. Procedure details: 4-Amino-3,5-dichloro-α-[[(phenylmethyl)[6-[2-(2-pyridinyl)ethoxy]hexyl]amino]methyl]benzenemethanol (1.1 g) was hydrogenated over pre-reduced 10% palladium oxide on carbon (50% aqueous paste, 200 mg) in ethanol (10 ml) containing hydrochloric acid (conc. HCl/ethanol, 1:9 v/v, 4 ml). The catalyst was removed by filtration through hyflo, the solvent was evaporated and the residual oil was partitioned between 8% sodium bicarbonate (25 ml) and ethyl acetate (25 ml). The organic layer was washed with... Reactants: [N+](=O)([O-])C1=CC=C(OC2=CC=C(C(C)(C)C3=CC(=CC=C3)C(C3=CC=C(C=C3)OC3=CC=C(C=C3C)[N+](=O)[O-])(C)C)C=C2)C(=C1)C (1,3-bis[4-(4-nitro-6-methylphenoxy)-α, α-dimethylbenzyl]benzene), [H][H] (hydrogen). The reagents and catalysts are [Pd] (Pd). The solvent is C(C)(C)O (isopropyl alcohol). Product: NC1=CC=C(OC2=CC=C(C(C)(C)C3=CC(=CC=C3)C(C3=CC=C(C=C3)OC3=CC=C(C=C3C)N)(C)C)C=C2)C(=C1)C (1,3-bis[4-(4-amino-6-methylphenoxy)-α, α-dimethylbenzyl]benzene). The yield is 82.0%. RXN SMILES: [N+:1]([C:4]1[CH:45]=[C:44]([CH3:46])[C:7]([O:8][C:9]2[CH:43]=[CH:42][C:12]([C:13]([C:16]3[CH:21]=[CH:20][CH:19]=[C:18]([C:22]([CH3:41])([CH3:40])[C:23]4[CH:28]=[CH:27][C:26]([O:29][C:30]5[C:35]([CH3:36])=[CH:34][C:33]([N+:37]([O-])=O)=[CH:32][CH:31]=5)=[CH:25][CH:24]=4)[CH:17]=3)([CH3:15])[CH3:14])=[CH:11][CH:10]=2)=[CH:6][CH:5]=1)([O-])=O.[H][H]>[Pd].C(O)(C)C>[NH2:37][C:33]1[CH:34]=[C:35]([CH3:36])[C:30]([O:29][C:26]2[CH:25]=[CH:24][C:23]([C:22]([C:18]3[CH:19]=[CH:20][CH:21]=[C:16]([C:13]([CH3:15])([CH3:14])[C:12]4[CH:42]=[CH:43][C:9]([O:8][C:7]5[C:44]([CH3:46])=[CH:45][C:4]([NH2:1])=[CH:5][CH:6]=5)=[CH:10][CH:11]=4)[CH:17]=3)([CH3:41])[CH3:40])=[CH:28][CH:27]=2)=[CH:31][CH:32]=1. Procedure: Successively, to a reduction vessel equipped with a thermometer, reflux condenser and stirrer, 120 g (0.195 mol) of 1,3-bis[4-(4-nitro-6-methylphenoxy)-α, α-dimethylbenzyl]benzene, 400 g of isopropyl alcohol and 5 g of 5%-Pd/c having a moisture content of 50% were charged and reacted at 70°~80° C. for 4 hours in a hydrogen atmosphere. After finishing the reaction, the catalyst was filtered off and the filtrate was concentrated under reduced pressure to obtain 89.0 g (82% yield) of 1,3-bis[4-(4-a... The reactants are FC1=CC=C(C=C1)[C@]1(CCN(C(O1)=O)[C@@H](C)C1=CC=C(C=C1)C=1C=NC=CC1)CCCO ((R)-6-(4-fluorophenyl)-6-(3-hydroxypropyl)-3-((S)-1-(4-(pyridin-3-yl)phenyl)ethyl)-1,3-oxazinan-2-one), N (ammonia). Yields the product FC1=CC=C(C=C1)[C@]1(CCN(C(O1)=O)[C@@H](C)C1=CC=C(C=C1)C=1C=NC=CC1)CCC(=O)N (3-((R)-6-(4-fluorophenyl)-2-oxo-3-((S)-1-(4-(pyridin-3-yl)phenyl)ethyl)-1,3-oxazinan-6-yl)propanamide). RXN SMILES: [F:1][C:2]1[CH:7]=[CH:6][C:5]([C@:8]2([CH2:29][CH2:30][CH2:31][OH:32])[O:13][C:12](=[O:14])[N:11]([C@H:15]([C:17]3[CH:22]=[CH:21][C:20]([C:23]4[CH:24]=[N:25][CH:26]=[CH:27][CH:28]=4)=[CH:19][CH:18]=3)[CH3:16])[CH2:10][CH2:9]2)=[CH:4][CH:3]=1.[NH3:33]>>[F:1][C:2]1[CH:7]=[CH:6][C:5]([C@:8]2([CH2:29][CH2:30][C:31]([NH2:33])=[O:32])[O:13][C:12](=[O:14])[N:11]([C@H:15]([C:17]3[CH:22]=[CH:21][C:20]([C:23]4[CH:24]=[N:25][CH:26]=[CH:27][CH:28]=4)=[CH:19][CH:18]=3)[CH3:16])[CH2:10][CH2:9]2)=[CH:4][CH:3]=1. Procedure: The title compound was prepared from (R)-6-(4-fluorophenyl)-6-(3-hydroxypropyl)-3-((S)-1-(4-(pyridin-3-yl)phenyl)ethyl)-1,3-oxazinan-2-one using a procedure analogous to that described in Example 12 Step 2, followed by a procedure analogous to that described in Example 8 Step 2 using ammonia. LC-MS Method 2 tR=1.372, min, m/z=448.3; 1H NMR (CDCl3) 1.52 (d, 3H), 1.97 (m, 2H), 2.27-2.33 (m, 4H), 2.43 (m, 1H), 2.97 (m, 1H), 5.13 (s, 1H), 5.24 (s, 1H), 5.66 (m, 1H), 6.92-7.08 (m, 4H), 7.22 (m, 2H), ... Starting materials: 84.6, C(#N)C(C(=O)OCC)C1CCN(CCC1)C(=O)OCC (ethyl α-cyano-1-(ethoxycarbonyl)hexahydro-1H-azepine-4-acetate), CS(=O)C (dimethyl sulfoxide), O (water), C(C)O (ethanol). Yields the product 43.2, C(#N)CC1CC(NCCC1)C(=O)OCC (ethyl 4-(cyanomethyl)hexahydro-1H-azepinecarboxylate). Isolated yield 66.5%. Reaction SMILES: [C:1]([CH:3]([CH:9]1[CH2:15][CH2:14][CH2:13][N:12](C(OCC)=O)[CH2:11][CH2:10]1)C(OCC)=O)#[N:2].[CH3:21]S(C)=O.[OH2:25].[CH2:26]([OH:28])[CH3:27]>>[C:1]([CH2:3][CH:9]1[CH2:15][CH2:14][CH2:13][NH:12][CH:11]([C:21]([O:28][CH2:26][CH3:27])=[O:25])[CH2:10]1)#[N:2]. Procedure: A mixture of 84.6 parts of ethyl α-cyano-1-(ethoxycarbonyl)hexahydro-1H-azepine-4-acetate, 300 parts of dimethyl sulfoxide and 15 parts of water was stirred and heated for 5 hours in an oil bath at 150° C. while ethanol was distilled off. The excess of dimethyl sulfoxide was distilled off and the residue was taken up in water. The product was extracted with dichloromethane. The extract was washed with water, dried, filtered and evaporated. The residue was distilled at 13.30 Pa, yielding 43.2 (66... Reactants: F[B-](F)(F)F.ClC[N+]12CCN(CC1)CC2 (1-chloromethyl-4-aza-1-azoniabicyclo [2.2.2]octane tetrafluoroborate), F[B-](F)(F)F.[Na+] (sodium tetrafluoroborate), FF (fluorine). Run in C(C)#N (acetonitrile). The product is F[B-](F)(F)F.F[B-](F)(F)F.ClC[N+]12CC[N+](CC1)(CC2)F (1-chloromethyl-4-fluoro-1,4-diazoniabicyclo [2.2.2]octane bis(tetrafluoroborate)). The yield is 89.0%. Reaction SMILES: [F:1][B-:2]([F:5])([F:4])[F:3].[Cl:6][CH2:7][N+:8]12[CH2:15][CH2:14][N:11]([CH2:12][CH2:13]1)[CH2:10][CH2:9]2.[F:16][B-:17]([F:20])([F:19])[F:18].[Na+].[F:22]F>C(#N)C>[F:1][B-:2]([F:5])([F:4])[F:3].[F:16][B-:17]([F:20])([F:19])[F:18].[Cl:6][CH2:7][N+:8]12[CH2:15][CH2:14][N+:11]([F:22])([CH2:12][CH2:13]1)[CH2:10][CH2:9]2 |f:0.1,2.3,6.7.8|. Procedure: Treatment to a vigorously-stirred cold (-35° C.) solution of the slightly impure 1-chloromethyl-4-aza-1-azoniabicyclo [2.2.2]octane tetrafluoroborate (1.01 g, 7.28 mmol) and sodium tetrafluoroborate (0.80 g, 7.28 mmol) in dry acetonitrile (200 cm3) with neat fluorine at 10-20 mmHg (1.3-2.7 kPa) pressure until its uptake appeared to cease provided 1-chloromethyl-4-fluoro-1,4-diazoniabicyclo [2.2.2]octane bis(tetrafluoroborate) (2.20 g, 6.51 mmol, 89%), almost pure according to elemental analysis ... Starting materials: O (H2O), ClC1=C(C(=O)C=2C=C(C=CC2C)NC(NCCOC(C(=C)C)=O)=O)C=CC(=C1)NC1=C(C=C(C=C1)F)F (2-Methyl-acrylic acid 2-(3-{3-[2-chloro-4-(2,4-difluoro-phenylamino)-benzoyl]-4-methyl-phenyl}-ureido)-ethyl ester), C(=O)(O)[O-].[Na+] (NaHCO3), [OH-].[Na+] (NaOH). Run in CCOC(=O)C (EtOAc), CCO (EtOH). Yields the product ClC1=C(C(=O)C=2C=C(C=CC2C)NC(=O)NCCO)C=CC(=C1)NC1=C(C=C(C=C1)F)F (1-{3-[2-Chloro-4-(2,4-difluoro-phenylamino)-benzoyl]-4-methyl-phenyl}-3-(2-hydroxy-ethyl)-urea). As a reaction SMILES: [Cl:1][C:2]1[CH:28]=[C:27]([NH:29][C:30]2[CH:35]=[CH:34][C:33]([F:36])=[CH:32][C:31]=2[F:37])[CH:26]=[CH:25][C:3]=1[C:4]([C:6]1[CH:7]=[C:8]([NH:13][C:14](=[O:24])[NH:15][CH2:16][CH2:17][O:18]C(=O)C(C)=C)[CH:9]=[CH:10][C:11]=1[CH3:12])=[O:5].[OH-].[Na+].C([O-])(O)=O.[Na+].O>CCO.CCOC(C)=O>[Cl:1][C:2]1[CH:28]=[C:27]([NH:29][C:30]2[CH:35]=[CH:34][C:33]([F:36])=[CH:32][C:31]=2[F:37])[CH:26]=[CH:25][C:3]=1[C:4]([C:6]1[CH:7]=[C:8]([NH:13][C:14]([NH:15][CH2:16][CH2:17][OH:18])=[O:24])[CH:9]=[CH:10][C:11]=1[CH3:12])=[O:5] |f:1.2,3.4|. Reported procedure: Compound 259 (0.05 g, 0.095 mmol) was dissolved in EtOH (2.5 mL). 2 N NaOH (0.25 mL) was added and the solution was heated to reflux for 3 h. The reaction mixture was cooled to room temperature and saturated aqueous NaHCO3 (2 mL) was added. H2O and EtOAc were added and the phases were separated. The water phase was extracted with EtOAc. The combined organic phases were washed with brine, dried (MgSO4), filtered and concentrated in vacuo. The crude product was purified by flash chromatography usi... The reactants are CC1(C=2C=CC(=CC2C(CC1)(C)C)C(=O)Cl)C (5,6,7,8-tetrahydro-5,5,8,8-tetramethyl-2-naphthoyl chloride), C[Si](C)(C)C#CC1=CC=C(C(=O)OC)C=C1 (methyl 4-trimethylsilylethynylbenzoate), [Al+3].[Cl-].[Cl-].[Cl-] (AlCl3). Solvent: ClCCl (dichloromethane). Run at time 8 hour. The product is O=C(C#CC1=CC=C(C(=O)OC)C=C1)C1=CC=2C(CCC(C2C=C1)(C)C)(C)C (Methyl 4-[3-oxo-3-(5,6,7,8-tetrahydro-5,5,8,8-tetramethyl-2-naphthyl)-1-propynyl]benzoate). RXN SMILES: [CH3:1][C:2]1([CH3:17])[CH2:11][CH2:10][C:9]([CH3:13])([CH3:12])[C:8]2[CH:7]=[C:6]([C:14](Cl)=[O:15])[CH:5]=[CH:4][C:3]1=2.C[Si]([C:22]#[C:23][C:24]1[CH:33]=[CH:32][C:27]([C:28]([O:30][CH3:31])=[O:29])=[CH:26][CH:25]=1)(C)C.[Al+3].[Cl-].[Cl-].[Cl-]>ClCCl>[O:15]=[C:14]([C:6]1[CH:5]=[CH:4][C:3]2[C:2]([CH3:17])([CH3:1])[CH2:11][CH2:10][C:9]([CH3:13])([CH3:12])[C:8]=2[CH:7]=1)[C:22]#[C:23][C:24]1[CH:33]=[CH:32][C:27]([C:28]([O:30][CH3:31])=[O:29])=[CH:26][CH:25]=1 |f:2.3.4.5|. Reported procedure: 8.4 g (36 mmol) of 5,6,7,8-tetrahydro-5,5,8,8-tetramethyl-2-naphthoyl chloride, 6.9 g (29.7 mmol) of methyl 4-trimethylsilylethynylbenzoate and 100 ml of dichloromethane are introduced into a round-bottomed flask. 16.8 g (125 mmol) of AlCl3 are added portionwise at 0° C. and the mixture is stirred at room temperature for 8 hours. The reaction medium is poured into ice and extracted with dichloromethane, and the organic phase is separated out after settling has taken place, dried over magnesium s... Reactants: C([O-])([O-])=O.[K+].[K+] (potassium carbonate), C1(=CC=CC=C1)C(N1CCN(CC1)CC1CO1)C1=CC=CC=C1 (1-(diphenylmethyl)-4-(2,3-epoxypropyl)piperazine), NC1=CC=CC=C1 (aniline). The solvent is CN(C)C=O (DMF). The product is C1(=CC=CC=C1)C(N1CCN(CC1)CC(CNC1=CC=CC=C1)O)C1=CC=CC=C1 (1-Diphenylmethyl-4- (2-hydroxy-3-phenylaminopropyl)-piperazine). Isolated yield 49.8%. Reaction SMILES: [C:1]1([CH:7]([C:18]2[CH:23]=[CH:22][CH:21]=[CH:20][CH:19]=2)[N:8]2[CH2:13][CH2:12][N:11]([CH2:14][CH:15]3[O:17][CH2:16]3)[CH2:10][CH2:9]2)[CH:6]=[CH:5][CH:4]=[CH:3][CH:2]=1.[NH2:24][C:25]1[CH:30]=[CH:29][CH:28]=[CH:27][CH:26]=1.C(=O)([O-])[O-].[K+].[K+]>CN(C=O)C>[C:1]1([CH:7]([C:18]2[CH:23]=[CH:22][CH:21]=[CH:20][CH:19]=2)[N:8]2[CH2:9][CH2:10][N:11]([CH2:14][CH:15]([OH:17])[CH2:16][NH:24][C:25]3[CH:30]=[CH:29][CH:28]=[CH:27][CH:26]=3)[CH2:12][CH2:13]2)[CH:6]=[CH:5][CH:4]=[CH:3][CH:2]=1 |f:2.3.4|. Reported procedure: 3.08 g (0.01 mol) of 1-(diphenylmethyl)-4-(2,3-epoxypropyl)piperazine and 0.93 g (0.01 mol) of aniline were refluxed with heating together with 200 ml of DMF for 21 hours in the presence of a catalytic amount of an alkali such as potassium carbonate. DMF was distilled off under reduced pressure, and a residue was extracted with ethyl acetate. After washing with water and drying, the ethyl acetate was distilled off under reduced pressure to obtain 4 g of a crude subject compound of a viscous liqu... Reactants: O=C([O-])[O-], CO, CC(O)(COC(=O)c1ccc([N+](=O)[O-])cc1)Cn1cc([N+](=O)[O-])nc1Cl, Cl, [K+], [K+], [Mg+2], O=S(=O)([O-])[O-]. The product is CC(O)(CO)Cn1cc([N+](=O)[O-])nc1Cl. RXN SMILES: [C:27](=[O:28])([O-:29])[O-:30].[CH3:40][OH:41].[Cl:1][c:2]1[n:3]([CH2:10][C:11]([CH2:12][O:13][C:14](=[O:15])[c:16]2[cH:17][cH:18][c:19]([N+:20]([O-:21])=[O:22])[cH:23][cH:24]2)([CH3:25])[OH:26])[cH:4][c:5]([N+:7](=[O:8])[O-:9])[n:6]1.[ClH:33].[K+:31].[K+:32].[Mg+2:34].[O-:35][S:36](=[O:37])(=[O:38])[O-:39]>>[Cl:1][c:2]1[n:3]([CH2:10][C:11]([CH2:12][OH:13])([CH3:25])[OH:26])[cH:4][c:5]([N+:7](=[O:8])[O-:9])[n:6]1.